Dataset: the Open Reaction Database (ORD), a public repository of structured organic reaction records. Task: describe an organic reaction: reactants, conditions, products, and yield The reactants are C(C(=O)O)(=O)O (oxalic acid), [H-].[Na+] (sodium hydride), FN1S(=O)(=O)CC2(C)C(C)(C)C(C1)CC2 ((-)-N-Fluorocamphor sultam), C(=O)(OCC)C1C(CCC1)=O (1-carboethoxycyclopentan-2-one). Solvent: O1CCCC1 (tetrahydrofuran). Run at time 3 hour. The product is FC1(C(CCC1)=O)C(=O)OCC ((+)-1-fluoro-1-carboethoxycyclopentan-2-one). RXN SMILES: [H-].[Na+].[C:3]([CH:8]1[CH2:12][CH2:11][CH2:10][C:9]1=[O:13])([O:5][CH2:6][CH3:7])=[O:4].[F:14]N1CC2CCC(C2(C)C)(C)CS1(=O)=O.C(O)(=O)C(O)=O>O1CCCC1>[F:14][C:8]1([C:3]([O:5][CH2:6][CH3:7])=[O:4])[CH2:12][CH2:11][CH2:10][C:9]1=[O:13] |f:0.1|. Procedure: To a suspension of 1.56 mmol of sodium hydride in 5 ml of tetrahydrofuran are added, at 0° C., 1.3 mmol of 1-carboethoxycyclopentan-2-one and the mixture is stirred for 1 hour at 0° C. Then a solution of 1.4 mmol of (-)-N-fluorocamphor sultam (Example 4) is added dropwise, and stirring is continued for 3 hours at 0° C. The reaction mixture is then poured into 50 ml of 1M oxalic acid and extracted with diethyl ether. The organic phases are washed with 10% NaHCO3 solution and with a saturated solu... Reactants: COCCOC, C=CCC(C=O)C(C)(C)CC, Cl, Cl[Cu]Cl, O, Cl[Pd]Cl. Product: CCC(C)(C)C(C=O)CC(C)=O. RXN SMILES: [CH3:20][O:21][CH2:22][CH2:23][O:24][CH3:25].[CH3:2][C:3]([CH2:4][CH3:5])([CH3:6])[CH:7]([CH:8]=[O:9])[CH2:10][CH:11]=[CH2:12].[ClH:13].[Cu:17]([Cl:18])[Cl:19].[OH2:1].[Pd:14]([Cl:15])[Cl:16]>>[O:1]=[C:11]([CH2:10][CH:7]([C:3]([CH3:2])([CH2:4][CH3:5])[CH3:6])[CH:8]=[O:9])[CH3:12]. The reactants are CN1CCC(CC1)N1C2=C(CCCC1)C=CC=C2 (1-(1-Methylpiperidin-4-yl)-2,3,4,5-tetrahydro-1H-benzo[b]azepine), C1CC(=O)N(C1=O)Br (NBS). The solvent is CN(C)C=O (DMF), CN(C)C=O (DMF), O (H2O). Reaction conditions: temperature 0 celsius, time 2 hour. Yields the product BrC1=CC2=C(N(CCCC2)C2CCN(CC2)C)C=C1 (7-Bromo-1-(1-methylpiperidin-4-yl)-2,3,4,5-tetrahydro-1H-benzo[b]azepine). Yield: 94.7%. As a reaction SMILES: [CH3:1][N:2]1[CH2:7][CH2:6][CH:5]([N:8]2[CH2:14][CH2:13][CH2:12][CH2:11][C:10]3[CH:15]=[CH:16][CH:17]=[CH:18][C:9]2=3)[CH2:4][CH2:3]1.C1C(=O)N([Br:26])C(=O)C1>CN(C=O)C.O>[Br:26][C:16]1[CH:17]=[CH:18][C:9]2[N:8]([CH:5]3[CH2:4][CH2:3][N:2]([CH3:1])[CH2:7][CH2:6]3)[CH2:14][CH2:13][CH2:12][CH2:11][C:10]=2[CH:15]=1. Procedure: A solution of compound 3 (0.73 g, 2.99 mmol) in DMF (5 mL) was treated with a solution of NBS (0.53 g, 2.99 mmol) in DMF (5 mL) at 0° C. The reaction mixture was stirred at 0° C. for 2 hours and stored at 0° C. overnight. The reaction mixture was diluted with H2O (100 mL) and extracted with ethyl acetate (3×25 mL). The combined organic layers were washed with brine (25 mL), dried (Na2SO4) and concentrated. The product was filtered through a short plug of silica gel (2.0 N NH3 in MeOH:CH2Cl2, 2.5... The reactants are [Al+3], Cn1ccc2cc(C(F)(F)F)cc(COCC3(c4ccccc4)CCN(C(=O)OC(C)(C)C)CC3)c21, [H-], [H-], [H-], [H-], [Li+], C1CCOC1. Yields the product CN1CCC(COCc2cc(C(F)(F)F)cc3ccn(C)c23)(c2ccccc2)CC1. RXN SMILES: [Al+3:2].[CH3:7][n:8]1[cH:9][cH:10][c:11]2[cH:12][c:13]([C:39]([F:40])([F:41])[F:42])[cH:14][c:15]([CH2:17][O:18][CH2:19][C:20]3([c:33]4[cH:34][cH:35][cH:36][cH:37][cH:38]4)[CH2:21][CH2:22][N:23]([C:26]([O:27][C:28]([CH3:29])([CH3:30])[CH3:31])=[O:32])[CH2:24][CH2:25]3)[c:16]12.[H-:1].[H-:4].[H-:5].[H-:6].[Li+:3].[O:43]1[CH2:44][CH2:45][CH2:46][CH2:47]1>>[CH3:7][n:8]1[cH:9][cH:10][c:11]2[cH:12][c:13]([C:39]([F:40])([F:41])[F:42])[cH:14][c:15]([CH2:17][O:18][CH2:19][C:20]3([c:33]4[cH:34][cH:35][cH:36][cH:37][cH:38]4)[CH2:21][CH2:22][N:23]([CH3:26])[CH2:24][CH2:25]3)[c:16]12.